This data is from the Open Reaction Database (ORD), a public repository of structured organic reaction records. The task is: describe an organic reaction: reactants, conditions, products, and yield Reactants: CCO, NCC1CCCCC1, CC(=O)Nc1ccc(F)c([N+](=O)[O-])c1, [Na+], [Na+], O=C([O-])[O-], O. The product is CC(=O)Nc1ccc(NCC2CCCCC2)c([N+](=O)[O-])c1. RXN SMILES: [CH3:29][CH2:30][OH:31].[CH:1]1([CH2:7][NH2:8])[CH2:2][CH2:3][CH2:4][CH2:5][CH2:6]1.[F:9][c:10]1[c:11]([N+:20](=[O:21])[O-:22])[cH:12][c:13]([NH:16][C:17]([CH3:18])=[O:19])[cH:14][cH:15]1.[Na+:23].[Na+:24].[O-:25][C:26](=[O:27])[O-:28].[OH2:32]>>[CH:1]1([CH2:7][NH:8][c:10]2[c:11]([N+:20](=[O:21])[O-:22])[cH:12][c:13]([NH:16][C:17]([CH3:18])=[O:19])[cH:14][cH:15]2)[CH2:2][CH2:3][CH2:4][CH2:5][CH2:6]1. Starting materials: O=C([O-])[O-], CN(C)C=O, Oc1ccc(F)c(F)c1, CCCI, [K+], [K+]. The product is CCCOc1ccc(F)c(F)c1. RXN SMILES: [C:10](=[O:11])([O-:12])[O-:13].[CH3:20][N:21]([CH3:22])[CH:23]=[O:24].[F:1][c:2]1[cH:3][c:4]([OH:9])[cH:5][cH:6][c:7]1[F:8].[I:16][CH2:17][CH2:18][CH3:19].[K+:14].[K+:15]>>[F:1][c:2]1[cH:3][c:4]([O:9][CH2:17][CH2:18][CH3:19])[cH:5][cH:6][c:7]1[F:8].